From a dataset of the Open Reaction Database (ORD), a public repository of structured organic reaction records. describe an organic reaction: reactants, conditions, products, and yield Reactants: I(=O)(=O)(=O)[O-].[Na+] (sodium periodate), OC(CCCN1C=2N=C(NC(C2N=C1)=O)N)CO ((±)-9-(4,5-dihydroxypentyl)guanine), CO (MeOH), C(Cl)(Cl)Cl (CHCl3). Run in O (H2O), O (H2O). Reaction conditions: time 2 hour. The product is N1C(N)=NC=2N(C=NC2C1=O)CCCC=O (4-(Guanin-9-yl)butanal). Yield: 89.3%. As a reaction SMILES: I([O-])(=O)(=O)=O.[Na+].[OH:7][CH:8](CO)[CH2:9][CH2:10][CH2:11][N:12]1[CH:20]=[N:19][C:18]2[C:17](=[O:21])[NH:16][C:15]([NH2:22])=[N:14][C:13]1=2.C(Cl)(Cl)Cl.CO>O>[NH:16]1[C:17](=[O:21])[C:18]2[N:19]=[CH:20][N:12]([CH2:11][CH2:10][CH2:9][CH:8]=[O:7])[C:13]=2[N:14]=[C:15]1[NH2:22] |f:0.1|. Procedure details: To a vigorously stirred solution of 113 mg (0.53 mmole) of sodium periodate in 1.1 ml of H2O at room temperature was added 101 mg (0.4 mmole) of (±)-9-(4,5-dihydroxypentyl)guanine. After 2 hours, TLC (silica gel, 70:30:3 CHCl3 --MeOH--H2O) showed complete conversion to a faster-moving product. The white solid was collected on a filter and washed with some H2O, then with diethyl ether, to give 79 mg of white solid. Recrystallization from H2O--MeOH yielded 29 mg (33%) of white solid, m.p. not less... The reactants are O (water), ClC1=CC=C(C=C1)C1=NC=2C(=NC=CC2)N1 (2-(4-chlorophenyl)-3H-imidazo[4,5-b]pyridine), [H-].[Na+] (sodium hydride), ClCC(C)=O (chloroacetone). Run in CN(C=O)C (dimethylformamide). Reaction conditions: time 8 hour. The product is Cl.ClC1=CC=C(C=C1)C=1N(C=2C(=NC=CC2)N1)CC(C)=O (2-(4-Chlorophenyl)-1H-imidazo[4,5-b]pyridin-1-yl-2-propanone hydrochloride). RXN SMILES: [Cl:1][C:2]1[CH:7]=[CH:6][C:5]([C:8]2[NH:16][C:11]3=[N:12][CH:13]=[CH:14][CH:15]=[C:10]3[N:9]=2)=[CH:4][CH:3]=1.[H-].[Na+].Cl[CH2:20][C:21](=[O:23])[CH3:22].O>CN(C)C=O>[ClH:1].[Cl:1][C:2]1[CH:7]=[CH:6][C:5]([C:8]2[N:9]([CH2:20][C:21](=[O:23])[CH3:22])[C:10]3[C:11]([N:16]=2)=[N:12][CH:13]=[CH:14][CH:15]=3)=[CH:4][CH:3]=1 |f:1.2,6.7|. Reported procedure: The 2-(4-chlorophenyl)-3H-imidazo[4,5-b]pyridine (2.29 g, 0.01 mole), was added to a suspension of sodium hydride (0.44 g of 60% of sodium hydride/oil, 0.01 mole, washed one with hexanes) in 50 ml of dimethylformamide. The mixture was heated to 70° C. for 1 hr before the addition of chloroacetone (0.93 g, 0.01 mole) at room temperature. The reaction mixture was stirred at room temperature overnight, then poured into 300 ml of water. The precipitate was collected by filtration, washed with water,... RXN SMILES: [C:26]([BH3-:27])#[N:28].[C:40](=[O:41])([O-:42])[OH:43].[CH3:49][C:50](=[O:51])[OH:52].[CH3:53][OH:54].[CH:45]([Cl:46])([Cl:47])[Cl:48].[ClH:1].[F:30][c:31]1[cH:32][c:33]([CH:34]=[O:35])[cH:36][cH:37][c:38]1[CH3:39].[NH2:2][CH:3]1[CH2:4][CH2:5][N:6]([CH2:9][CH2:10][n:11]2[c:12](=[O:25])[cH:13][c:14]([C:21](=[O:22])[NH:23][CH3:24])[c:15]3[cH:16][cH:17][cH:18][cH:19][c:20]23)[CH2:7][CH2:8]1.[Na+:29].[Na+:44]>>[NH:2]([CH:3]1[CH2:4][CH2:5][N:6]([CH2:9][CH2:10][n:11]2[c:12](=[O:25])[cH:13][c:14]([C:21](=[O:22])[NH:23][CH3:24])[c:15]3[cH:16][cH:17][cH:18][cH:19][c:20]23)[CH2:7][CH2:8]1)[CH2:34][c:33]1[cH:32][c:31]([F:30])[c:38]([CH3:39])[cH:37][cH:36]1. Reactants: [BH3-]C#N, O=C([O-])O, CC(=O)O, CO, ClC(Cl)Cl, Cl, Cc1ccc(C=O)cc1F, CNC(=O)c1cc(=O)n(CCN2CCC(N)CC2)c2ccccc12, [Na+], [Na+]. The product is CNC(=O)c1cc(=O)n(CCN2CCC(NCc3ccc(C)c(F)c3)CC2)c2ccccc12.